From a dataset of the Open Reaction Database (ORD), a public repository of structured organic reaction records. describe an organic reaction: reactants, conditions, products, and yield Reaction SMILES: [CH3:1][C:2]1([CH3:11])[N:3]([O:4])[C:5]([CH3:6])([CH3:7])[CH2:8][CH2:9][CH2:10]1.[CH3:47][C:48]#[N:49].[CH:19]1([c:22]2[cH:23][cH:24][c:25]([CH2:28][CH2:29][CH2:30][CH2:31][OH:32])[cH:26][cH:27]2)[CH2:20][CH2:21]1.[Cl+:33]([O-:34])[O-:35].[Na+:17].[Na+:18].[Na+:36].[Na+:40].[Na+:45].[Na+:46].[OH-:39].[OH:37][Cl:38].[P:12]([O-:13])([O-:14])([OH:15])=[O:16].[S:41]([O-:42])([O-:43])=[O:44]>>[CH:19]1([c:22]2[cH:23][cH:24][c:25]([CH2:28][CH2:29][CH2:30][C:31](=[O:32])[OH:34])[cH:26][cH:27]2)[CH2:20][CH2:21]1. The product is O=C(O)CCCc1ccc(C2CC2)cc1. Starting materials: CC1(C)CCCC(C)(C)N1O, CC#N, OCCCCc1ccc(C2CC2)cc1, [O-][Cl+][O-], [Na+], [Na+], [Na+], [Na+], [Na+], [Na+], [OH-], OCl, O=P([O-])([O-])O, O=S([O-])[O-].